This data is from the Open Reaction Database (ORD), a public repository of structured organic reaction records. The task is: describe an organic reaction: reactants, conditions, products, and yield Starting materials: aqueous solution, [OH-].[Na+] (sodium hydroxide), Cl.CC1(NC(CC(C1)=NNC(=N)NN=C1CC(NC(C1)(C)C)(C)C)(C)C)C (1,3-bis[(2,2,6,6-tetramethyl-4-piperidylidene)amino]guanidine hydrochloride). Run in O (water). The product is CC1(NC(CC(C1)=NNC(=N)NN=C1CC(NC(C1)(C)C)(C)C)(C)C)C (1,3-Bis[(2,2,6,6-tetramethyl-4-piperidylidene)amino]guanidine). As a reaction SMILES: Cl.[CH3:2][C:3]1([CH3:27])[CH2:8][C:7](=[N:9][NH:10][C:11]([NH:13][N:14]=[C:15]2[CH2:20][C:19]([CH3:22])([CH3:21])[NH:18][C:17]([CH3:24])([CH3:23])[CH2:16]2)=[NH:12])[CH2:6][C:5]([CH3:26])([CH3:25])[NH:4]1.[OH-].[Na+]>O>[CH3:23][C:17]1([CH3:24])[CH2:16][C:15](=[N:14][NH:13][C:11]([NH:10][N:9]=[C:7]2[CH2:6][C:5]([CH3:26])([CH3:25])[NH:4][C:3]([CH3:27])([CH3:2])[CH2:8]2)=[NH:12])[CH2:20][C:19]([CH3:22])([CH3:21])[NH:18]1 |f:0.1,2.3|. Procedure details: A 5 gram sample of the recrystallized hydrochloride was dissolved in 50 mls. of water and a 4% aqueous solution of sodium hydroxide was added thereto until the mixture became alkaline. The solid which precipitated was separated by filtration, washed with water, and dried to obtain 3.2 grams of the free base, m.p. 163°-167° C. Recrystallization of the crude free base from a mixture of benzene and hexane gave 1.0 gram of analytically pure free base, m.p. 164°-166° C.